Dataset: the Open Reaction Database (ORD), a public repository of structured organic reaction records. Task: describe an organic reaction: reactants, conditions, products, and yield The reactants are C(C1=CC=CC=C1)O[C@@H]1CC(N(C1)C(=O)OC(C)(C)C)COC1=C(C=CC=C1)CCC1=CC(=CC=C1)C ((4R)-4-benzyloxy-1-t-butoxycarbonyl-2-{2-[2-(3-methylphenyl)ethyl]phenoxymethyl}pyrrolidine), [H][H] (hydrogen). Reagents/catalysts: [Pd] (palladium-on-charcoal). Run in C(C)O (ethanol). Yields the product C(C)(C)(C)OC(=O)N1C(C[C@H](C1)O)COC1=C(C=CC=C1)CCC1=CC(=CC=C1)C ((4R)-1-t-Butoxycarbonyl-4-hydroxy-2-{2-[2-(3-methylphenyl) ethyl]phenoxymethyl}pyrrolidine). The yield is 82.0%. RXN SMILES: C([O:8][C@H:9]1[CH2:13][N:12]([C:14]([O:16][C:17]([CH3:20])([CH3:19])[CH3:18])=[O:15])[CH:11]([CH2:21][O:22][C:23]2[CH:28]=[CH:27][CH:26]=[CH:25][C:24]=2[CH2:29][CH2:30][C:31]2[CH:36]=[CH:35][CH:34]=[C:33]([CH3:37])[CH:32]=2)[CH2:10]1)C1C=CC=CC=1.[H][H]>C(O)C.[Pd]>[C:17]([O:16][C:14]([N:12]1[CH2:13][C@H:9]([OH:8])[CH2:10][CH:11]1[CH2:21][O:22][C:23]1[CH:28]=[CH:27][CH:26]=[CH:25][C:24]=1[CH2:29][CH2:30][C:31]1[CH:36]=[CH:35][CH:34]=[C:33]([CH3:37])[CH:32]=1)=[O:15])([CH3:20])([CH3:19])[CH3:18]. Reported procedure: Following a procedure similar to that described in Example 65(b), 550 mg of (4R)-4-benzyloxy-1-t-butoxycarbonyl-2-{2-[2-(3-methylphenyl)ethyl]phenoxymethyl}pyrrolidine [prepared as described in step (a) above] were dissolved in 20 ml of ethanol and hydrogenated in an atmosphere of hydrogen at atmospheric pressure and in the presence of 120 mg of 5% w/w palladium-on-charcoal as a catalyst. The mixture was then worked up as described in Example 65(b), and the crude product thus obtained was purifi... Starting materials: CCCCOc1c(OC)cc(C(=O)O)cc1OC, Cc1ccccc1, O=S(Cl)Cl. The product is CCCCOc1c(OC)cc(C(=O)Cl)cc1OC. RXN SMILES: [CH2:1]([CH2:2][CH2:3][CH3:4])[O:5][c:6]1[c:7]([O:17][CH3:18])[cH:8][c:9]([C:10](=[O:11])[OH:12])[cH:13][c:14]1[O:15][CH3:16].[CH3:23][c:24]1[cH:25][cH:26][cH:27][cH:28][cH:29]1.[S:19]([Cl:20])([Cl:21])=[O:22]>>[CH2:1]([CH2:2][CH2:3][CH3:4])[O:5][c:6]1[c:7]([O:17][CH3:18])[cH:8][c:9]([C:10](=[O:11])[Cl:21])[cH:13][c:14]1[O:15][CH3:16]. Starting materials: Cc1cc(Br)ccc1C(=O)O, O=C(Cl)C(=O)Cl, ClCCl. Yields the product Cc1cc(Br)ccc1C(=O)Cl. As a reaction SMILES: [CH3:1][c:2]1[c:3]([C:4](=[O:5])[OH:6])[cH:7][cH:8][c:9]([Br:11])[cH:10]1.[Cl:12][C:13]([C:14]([Cl:15])=[O:16])=[O:17].[Cl:18][CH2:19][Cl:20]>>[CH3:1][c:2]1[c:3]([C:4](=[O:5])[Cl:12])[cH:7][cH:8][c:9]([Br:11])[cH:10]1. The reactants are C(C)(=O)OCC (ethyl acetate), NC1=C(C=NN1)C(=O)C=1SC=CC1 ((5-amino-1H-pyrazol-4-yl)-thiophene-2-yl-methanone), CN(C=CC(=O)C=1C(=C(C=C(C1)F)N(C(C)=O)C)OC)C (N-[3-(3-dimethylamino-acryloyl)-5-fluoro-2-methoxy-phenyl]-N-methyl-acetamide). Solvent: C(C)(=O)O (acetic acid). Product: FC=1C=C(C(=C(C1)N(C(C)=O)C)OC)C1=CC=NC=2N1N=CC2C(=O)C=2SC=CC2 (N-{5-fluoro-2-methoxy-3-[3-(thiophene-2-carbonyl)-pyrazolo[1,5-a]pyrimidin-7-yl]-phenyl}-N-methyl-acetamide). Isolated yield 40.5%. Reaction SMILES: [NH2:1][C:2]1[NH:6][N:5]=[CH:4][C:3]=1[C:7]([C:9]1[S:10][CH:11]=[CH:12][CH:13]=1)=[O:8].CN(C)[CH:16]=[CH:17][C:18]([C:20]1[C:21]([O:32][CH3:33])=[C:22]([N:27]([CH3:31])[C:28](=[O:30])[CH3:29])[CH:23]=[C:24]([F:26])[CH:25]=1)=O.C(OCC)(=O)C>C(O)(=O)C>[F:26][C:24]1[CH:25]=[C:20]([C:18]2[N:6]3[N:5]=[CH:4][C:3]([C:7]([C:9]4[S:10][CH:11]=[CH:12][CH:13]=4)=[O:8])=[C:2]3[N:1]=[CH:16][CH:17]=2)[C:21]([O:32][CH3:33])=[C:22]([N:27]([CH3:31])[C:28](=[O:30])[CH3:29])[CH:23]=1. Procedure details: A mixture of 0.180 g (0.93 mmol) of (5-amino-1H-pyrazol-4-yl)-thiophene-2-yl-methanone and 0.275 g (0.93 mmol) of N-[3-(3-dimethylamino-acryloyl)-5-fluoro-2-methoxy-phenyl]-N-methyl-acetamide in 10 mL of glacial acetic acid was refluxed for 2.5 hours and then the solvent was removed by reduced pressure distillation. To the resulting residue were added 15 mL of dichloromethane and 10 mL of saturated sodium bicarbonate solution. The two layers were separated, and the aqueous layer was washed with ...